This data is from the Open Reaction Database (ORD), a public repository of structured organic reaction records. The task is: describe an organic reaction: reactants, conditions, products, and yield The reactants are [OH-].[K+] (potassium hydroxide), [OH-].[K+] (KOH), FC(C1=NC(=C(C(=C1C(=O)OCC)CC)C(=O)OCC)C(F)(F)F)F (diethyl 2-(difluoromethyl)-4-ethyl-6-(trifluoromethyl)-3,5-pyridinedicarboxylate), CO (methyl alcohol). Run in O (water). Product: FC(C1=C(C(=C(C(=N1)C(F)(F)F)C(=O)O)CC)C(=O)O)F (6-(difluoromethyl)-4-ethyl-2-(trifluoromethyl)-3,5-pyridinedicarboxylic acid). Isolated yield 52.3%. RXN SMILES: [F:1][CH:2]([F:25])[C:3]1[C:8]([C:9]([O:11]CC)=[O:10])=[C:7]([CH2:14][CH3:15])[C:6]([C:16]([O:18]CC)=[O:17])=[C:5]([C:21]([F:24])([F:23])[F:22])[N:4]=1.CO.[OH-].[K+]>O>[F:25][CH:2]([F:1])[C:3]1[N:4]=[C:5]([C:21]([F:24])([F:22])[F:23])[C:6]([C:16]([OH:18])=[O:17])=[C:7]([CH2:14][CH3:15])[C:8]=1[C:9]([OH:11])=[O:10] |f:2.3|. Procedure details: A 1-liter flask is charged with 60 g (0.163 mole) of the product of Example 12 and 200 ml of methyl alcohol. In another flask, 150 ml of water and 21.52 g (0.326 mole) of potassium hydroxide are combined. The aqueous KOH is poured into the 1-liter flask and the mixture is heated to reflux overnight. The reaction mixture is cooled and extracted once with ethyl ether. The aqueous layer is acidified with concentrated hydrochloric acid and extracted with ethyl ether. The organics are dried on anhydr... Starting materials: C(C)(C)(C)OC(=O)N1C(CCC1)(C(=O)C=1C=C2C=CN(C2=CC1)[Si](C(C)C)(C(C)C)C(C)C)CC1=CC=CC=C1 (2-benzyl-2-(1-triisopropylsilanyl-1H-indole-5-carbonyl)-pyrrolidine-1-carboxylic acid tert-butyl ester), C[N+](C)(C)C.[F-] (TMAF). Run in C1CCOC1 (THF). Conditions: time 1 hour. The product is C(C)(C)(C)OC(=O)N1C(CCC1)(C(=O)C=1C=C2C=CNC2=CC1)CC1=CC=CC=C1 (2-benzyl-2-(1H-indole-5-carbonyl)-pyrrolidine-1-carboxylic acid tert-butyl ester). Isolated yield 42.9%. RXN SMILES: [C:1]([O:5][C:6]([N:8]1[CH2:12][CH2:11][CH2:10][C:9]1([CH2:34][C:35]1[CH:40]=[CH:39][CH:38]=[CH:37][CH:36]=1)[C:13]([C:15]1[CH:16]=[C:17]2[C:21](=[CH:22][CH:23]=1)[N:20]([Si](C(C)C)(C(C)C)C(C)C)[CH:19]=[CH:18]2)=[O:14])=[O:7])([CH3:4])([CH3:3])[CH3:2].C[N+](C)(C)C.[F-]>C1COCC1>[C:1]([O:5][C:6]([N:8]1[CH2:12][CH2:11][CH2:10][C:9]1([CH2:34][C:35]1[CH:36]=[CH:37][CH:38]=[CH:39][CH:40]=1)[C:13]([C:15]1[CH:16]=[C:17]2[C:21](=[CH:22][CH:23]=1)[NH:20][CH:19]=[CH:18]2)=[O:14])=[O:7])([CH3:4])([CH3:2])[CH3:3] |f:1.2|. Reported procedure: To a stirred solution of 2-benzyl-2-(1-triisopropylsilanyl-1H-indole-5-carbonyl)-pyrrolidine-1-carboxylic acid tert-butyl ester (0.145 g, 0.259 mmol) in THF (5 mL) at ambient temperature under nitrogen was added TMAF (0.026 g, 0.285 mmol). After one hour, the reaction mixture was concentrated in vacuo. Purification of the residue by chromatography (silica, 25-50% EtOAc in hexanes) gave 2-benzyl-2-(1H-indole-5-carbonyl)-pyrrolidine-1-carboxylic acid tert-butyl ester (0.045 g, 0.111 mmol, 43%) as ... Starting materials: CCC1(COCCCCCCBr)COC1, C1CCOC1, [Li]CCCC, c1cc2sccc2s1. The product is CCC1(COCCCCCCc2cc3sccc3s2)COC1. As a reaction SMILES: [Br:14][CH2:15][CH2:16][CH2:17][CH2:18][CH2:19][CH2:20][O:21][CH2:22][C:23]1([CH2:27][CH3:28])[CH2:24][O:25][CH2:26]1.[CH2:29]1[O:30][CH2:31][CH2:32][CH2:33]1.[CH2:9]([Li:10])[CH2:11][CH2:12][CH3:13].[s:1]1[c:2]2[c:3]([cH:4][cH:5]1)[s:6][cH:7][cH:8]2>>[s:1]1[c:2]2[c:3]([cH:4][c:5]1[CH2:15][CH2:16][CH2:17][CH2:18][CH2:19][CH2:20][O:21][CH2:22][C:23]1([CH2:27][CH3:28])[CH2:24][O:25][CH2:26]1)[s:6][cH:7][cH:8]2. Reactants: [OH-].[Na+] (NaOH), C(C)(C)(C)[Si](OC[C@@H]([C@@H](C)O[Si](C)(C)C(C)(C)C)CN1C(N(C(C(=C1)C)=O)C(C1=CC=CC=C1)=O)=O)(C)C ((2S,3R)-1,3-Bis((tert-Butyl)dimethylsiloxy)-2-((3-benzoyl-3,4-dihydro-5-methyl-2,4-dioxopyrimidin-1(2H)-yl)methyl)butane), CCCC[N+](CCCC)(CCCC)CCCC.[F-] (TBAF). Run in CO (methanol), O (water), C1CCOC1 (THF), C1CCOC1 (THF). Reaction conditions: time 2 hour. Product: CC=1C(NC(N(C1)C[C@@H](CO)[C@@H](C)O)=O)=O ((2S,3R)-2-((3,4-Dihydro-5-methyl-2,4-dioxopyrimidin-1(2H)-yl)methyl)butane-1.3-diol). Isolated yield 77.8%. Reaction SMILES: C([Si](C)(C)[O:6][CH2:7][C@H:8]([CH2:19][N:20]1[CH:25]=[C:24]([CH3:26])[C:23](=[O:27])[N:22](C(=O)C2C=CC=CC=2)[C:21]1=[O:36])[C@H:9]([O:11][Si](C(C)(C)C)(C)C)[CH3:10])(C)(C)C.CCCC[N+](CCCC)(CCCC)CCCC.[F-].[OH-].[Na+]>C1COCC1.CO.O>[CH3:26][C:24]1[C:23](=[O:27])[NH:22][C:21](=[O:36])[N:20]([CH2:19][C@H:8]([C@H:9]([OH:11])[CH3:10])[CH2:7][OH:6])[CH:25]=1 |f:1.2,3.4|. Reported procedure: To a solution of 32 (1.9 g, 3.38 mmol) in 20 ml of THF was added 6 ml of 1 M TBAF in THF. After being kept at room temperature for 2 hrs the reaction was diluted with methanol (100 ml), water (100 ml) and treated with 10 ml of 1 M NaOH. The reaction was allowed to proceed overnight, then combined with 10 g of Dowex 66 and 20 g of Dowex 50 w×8×200 and stirred for 1 h. The resin was removed by filtration, washed with 50% methanol and the combined filtrates concentated to afford 0.6 g (77%) of 33 a... Starting materials: C(C)(C)(C)OC(=O)N1CC2=CC=C(C=C2CC1)C(NC1=NC2=C(N1)C=CC=C2C(=O)OC)=O (6-(4-methoxycarbonyl-1H-benzoimidazol-2-ylcarbamoyl)-3,4-dihydro-1H-isoquinoline-2-carboxylic acid tert-butyl ester), [Li+].[OH-] (LiOH), C1CCOC1 (THF). Solvent: CO (methanol). The product is C(C)(C)(C)OC(=O)N1CC2=CC=C(C=C2CC1)C(NC1=NC2=C(N1)C=CC=C2C(=O)O)=O (6-(4-Carboxy-1H-benzoimidazol-2-ylcarbamoyl)-3,4-dihydro-1H-isoquinoline-2-carboxylic acid tert-butyl ester). The yield is 72.4%. RXN SMILES: [C:1]([O:5][C:6]([N:8]1[CH2:17][CH2:16][C:15]2[C:10](=[CH:11][CH:12]=[C:13]([C:18](=[O:33])[NH:19][C:20]3[NH:24][C:23]4[CH:25]=[CH:26][CH:27]=[C:28]([C:29]([O:31]C)=[O:30])[C:22]=4[N:21]=3)[CH:14]=2)[CH2:9]1)=[O:7])([CH3:4])([CH3:3])[CH3:2].[Li+].[OH-].C1COCC1>CO>[C:1]([O:5][C:6]([N:8]1[CH2:17][CH2:16][C:15]2[C:10](=[CH:11][CH:12]=[C:13]([C:18](=[O:33])[NH:19][C:20]3[NH:24][C:23]4[CH:25]=[CH:26][CH:27]=[C:28]([C:29]([OH:31])=[O:30])[C:22]=4[N:21]=3)[CH:14]=2)[CH2:9]1)=[O:7])([CH3:4])([CH3:2])[CH3:3] |f:1.2|. Procedure: 109 mg (0.242 mmol) of 6-(4-methoxycarbonyl-1H-benzoimidazol-2-ylcarbamoyl)-3,4-dihydro-1H-isoquinoline-2-carboxylic acid tert-butyl ester was hydrolyzed using 1 mL of 2 N aq. LiOH, 4 mL of THF and 1 mL of methanol stirring at room temperature for one day as described in general procedure B. 76.5 mg (72%) of the 6-(4-Carboxy-1H-benzoimidazol-2-ylcarbamoyl)-3,4-dihydro-1H-isoquinoline-2-carboxylic acid tert-butyl ester product was obtained. LCMS: 437 (M+1)+. Reactants: COC([C@H](CC1=CC=C(C=C1)OCC(=CC1=CC=2CC3=CC=CC=C3C2C=C1)CC)NC1=C(C=CC=C1)C(C1=CC=CC=C1)=O)=O ((S)-2-(2-Benzoyl-phenylamino)-3-{4-[2-ethyl-3-(9H-fluoren-2-yl)-allyloxy]-phenyl}-propionic acid methyl ester), [OH-].[Na+] (NaOH). Run in C(C)O (ethanol), C1CCOC1 (THF). Conditions: temperature 5 celsius, time 16 hour. Yields the product C(C1=CC=CC=C1)(=O)C1=C(C=CC=C1)N[C@H](C(=O)O)CC1=CC=C(C=C1)OCC(=CC1=CC=2CC3=CC=CC=C3C2C=C1)CC ((S)-2-(2-Benzoyl-phenylamino)-3-{4-[2-ethyl-3-(9H-fluoren-2-yl)-allyloxy]-phenyl}-propionic acid). Yield: 73.2%. RXN SMILES: C[O:2][C:3](=[O:46])[C@@H:4]([NH:31][C:32]1[CH:37]=[CH:36][CH:35]=[CH:34][C:33]=1[C:38](=[O:45])[C:39]1[CH:44]=[CH:43][CH:42]=[CH:41][CH:40]=1)[CH2:5][C:6]1[CH:11]=[CH:10][C:9]([O:12][CH2:13][C:14]([CH2:29][CH3:30])=[CH:15][C:16]2[CH:28]=[CH:27][C:26]3[C:25]4[C:20](=[CH:21][CH:22]=[CH:23][CH:24]=4)[CH2:19][C:18]=3[CH:17]=2)=[CH:8][CH:7]=1.[OH-].[Na+]>C(O)C.C1COCC1>[C:38]([C:33]1[CH:34]=[CH:35][CH:36]=[CH:37][C:32]=1[NH:31][C@@H:4]([CH2:5][C:6]1[CH:11]=[CH:10][C:9]([O:12][CH2:13][C:14]([CH2:29][CH3:30])=[CH:15][C:16]2[CH:28]=[CH:27][C:26]3[C:25]4[C:20](=[CH:21][CH:22]=[CH:23][CH:24]=4)[CH2:19][C:18]=3[CH:17]=2)=[CH:8][CH:7]=1)[C:3]([OH:46])=[O:2])(=[O:45])[C:39]1[CH:44]=[CH:43][CH:42]=[CH:41][CH:40]=1 |f:1.2|. Reported procedure: (S)-2-(2-Benzoyl-phenylamino)-3-{4-[2-ethyl-3-(9H-fluoren-2-yl)-allyloxy]-phenyl}-propionic acid methyl ester (example 5) (700 mg, 1.15 mmol) was dissolved in a mixture of ethanol (20 ml) and THF (20 ml). 1N NaOH (10 ml) was added and the mixture was stirred for 16 h at 5° C. The mixture was concentrated in vacuo. 1N HCl and ethyl acetate (10 ml) was added. The aqueous phase was isolated and extracted with ethyl acetate (×2) The organic layers were combined, washed with water, dried (MgSO4) and ... The reactants are NC1=C(C=C(C=C1C)C)C1OC(C2=CC=CC=C12)=O (3-(2-amino-3, 5-dimethylphenyl)-1, 3-dihydroisobenzofuran-1-one), O.C1(=CC=C(C=C1)S(=O)(=O)O)C (p-toluenesulfonic acid monohydrate). The solvent is CO (methyl alcohol). The product is CC1=CC2=C(NC(C3=C(C2OC)C=CC=C3)=O)C(=C1)C (2,4-dimethyl-11-methoxy-5, 11-dihydro-6H-dibenz[b,e]azepin-6-one). The yield is 53.4%. RXN SMILES: [NH2:1][C:2]1[C:7]([CH3:8])=[CH:6][C:5]([CH3:9])=[CH:4][C:3]=1[CH:10]1[C:18]2[C:13](=[CH:14][CH:15]=[CH:16][CH:17]=2)[C:12](=[O:19])[O:11]1.O.[C:21]1(C)C=CC(S(O)(=O)=O)=CC=1>CO>[CH3:9][C:5]1[CH:6]=[C:7]([CH3:8])[C:2]2[NH:1][C:12](=[O:19])[C:13]3[CH:14]=[CH:15][CH:16]=[CH:17][C:18]=3[CH:10]([O:11][CH3:21])[C:3]=2[CH:4]=1 |f:1.2|. Procedure details: In 300 ml of methyl alcohol was dissolved 22.45 g of 3-(2-amino-3, 5-dimethylphenyl)-1, 3-dihydroisobenzofuran-1-one. The solution was heated at reflux for 10 hours in the presence of 20.23 g of p-toluenesulfonic acid monohydrate. The resulting solution was concentrated to dryness under reduced pressure. The obtained solid was dissolved in 200 ml of dichloromethane. The solution was washed with saturated aqueous sodium bicarbonate solution and with saturated aqueous sodium chloride solution. Aft... The reactants are ClC1=CC=C(C=C1)C=1OC=CC1 (2-(4-chlorophenyl)furan), C(#CC(=O)OC)C(=O)OC (dimethyl acetylenedicarboxylate), C(C)(=O)OCC (ethyl acetate). Solvent: O (water). Run at time 8 hour. Yields the product ClC1=CC=C(C=C1)C12C(=C(C(C=C1)O2)C(=O)OC)C(=O)OC (Dimethyl 1-(4-chlorophenyl)-7-oxabicyclo[2.2.1] hepta-2,5 -diene-2,3-dicarboxylate). As a reaction SMILES: [Cl:1][C:2]1[CH:7]=[CH:6][C:5]([C:8]2[O:9][CH:10]=[CH:11][CH:12]=2)=[CH:4][CH:3]=1.[C:13]([C:19]([O:21][CH3:22])=[O:20])#[C:14][C:15]([O:17][CH3:18])=[O:16].C(OCC)(=O)C>O>[Cl:1][C:2]1[CH:3]=[CH:4][C:5]([C:8]23[O:9][CH:10]([CH:11]=[CH:12]2)[C:14]([C:15]([O:17][CH3:18])=[O:16])=[C:13]3[C:19]([O:21][CH3:22])=[O:20])=[CH:6][CH:7]=1. Procedure: A mixture of 2-(4-chlorophenyl)furan (prepared according to A.W. Johnson, J. of Chem. Soc. 1946, p 895-99) (0.105 g), and dimethyl acetylenedicarboxylate (0.07 mL) in distilled water (0.25 mL) was placed in a closed vial and subjected to ultrasonic vibration overnight. The reaction temperature at the end of the reaction was between 40 and 50° C. After cooling the Diels-Alder adduct was isolated by extraction with ethyl acetate. The ethyl acetate extract was dried (Na2SO4) and evaporated to dryne... Starting materials: BrCCCC (1-bromobutane), OC1=CC=C(C=C1)CCCC1=CC=NC=C1 (4-[3-(4-hydroxyphenyl)propyl]pyridine). Run in [OH-].[Na+] (NaOH). Yields the product C(CCC)OC1=CC=C(C=C1)CCCC1=CC=NC=C1 (4-[3-(4-butoxyphenyl)propyl]pyridine). Reaction SMILES: Br[CH2:2][CH2:3][CH2:4][CH3:5].[OH:6][C:7]1[CH:12]=[CH:11][C:10]([CH2:13][CH2:14][CH2:15][C:16]2[CH:21]=[CH:20][N:19]=[CH:18][CH:17]=2)=[CH:9][CH:8]=1>[OH-].[Na+]>[CH2:2]([O:6][C:7]1[CH:12]=[CH:11][C:10]([CH2:13][CH2:14][CH2:15][C:16]2[CH:17]=[CH:18][N:19]=[CH:20][CH:21]=2)=[CH:9][CH:8]=1)[CH2:3][CH2:4][CH3:5] |f:2.3|. Procedure details: Excess 1-bromobutane was added to a mixture of 0.9 g of 4-[3-(4-hydroxyphenyl)propyl]pyridine in 10 mL of 2N NaOH, and the mixture was refluxed for several hours. Then the mixture was cooled and the pH adjusted to 10. The product was extracted with CH2Cl2. The CH2Cl2 layer was then separated, washed with fresh water, filtered through phase separating paper, and concentrated. The residue was adsorbed onto silica gel and chromatographed over silica gel eluting with CH2Cl2 >15% EtOAc/CH2Cl2. Yield ...